This data is from the Open Reaction Database (ORD), a public repository of structured organic reaction records. The task is: describe an organic reaction: reactants, conditions, products, and yield Reactants: C[C@@]1(O)[C@H](O)[C@@H](O)[C@H](O)[C@H](O1)CO.C(C1=CC=CC=C1)O[C@H]1[C@@H](O)O[C@@H]([C@H]([C@@H]1OCC1=CC=CC=C1)OCC1=CC=CC=C1)COCC1=CC=CC=C1 (2,3,4,6-Tetra-O-benzyl-α-D-glucopyranose Methyl-α-D-glucopyranose), C(C1=CC=CC=C1)Cl (benzyl chloride), [OH-].[K+] (KOH). Solvent: O (water). Yields the product C(C1=CC=CC=C1)O[C@H]1[C@@H](OC)O[C@@H]([C@H]([C@@H]1OCC1=CC=CC=C1)OCC1=CC=CC=C1)COCC1=CC=CC=C1 (methyl 2,3,4,6-tetra-O-benzyl-α-D-glucopyranoside). RXN SMILES: [CH3:1][C@@]1(O[C@H](CO)[C@@H](O)[C@H](O)[C@H]1O)O.[CH2:14]([O:21][C@@H:22]1[C@@H:28]([O:29][CH2:30][C:31]2[CH:36]=[CH:35][CH:34]=[CH:33][CH:32]=2)[C@H:27]([O:37][CH2:38][C:39]2[CH:44]=[CH:43][CH:42]=[CH:41][CH:40]=2)[C@@H:26]([CH2:45][O:46][CH2:47][C:48]2[CH:53]=[CH:52][CH:51]=[CH:50][CH:49]=2)[O:25][C@@H:23]1[OH:24])[C:15]1[CH:20]=[CH:19][CH:18]=[CH:17][CH:16]=1.C(Cl)C1C=CC=CC=1.[OH-].[K+]>O>[CH2:14]([O:21][C@@H:22]1[C@@H:28]([O:29][CH2:30][C:31]2[CH:36]=[CH:35][CH:34]=[CH:33][CH:32]=2)[C@H:27]([O:37][CH2:38][C:39]2[CH:40]=[CH:41][CH:42]=[CH:43][CH:44]=2)[C@@H:26]([CH2:45][O:46][CH2:47][C:48]2[CH:49]=[CH:50][CH:51]=[CH:52][CH:53]=2)[O:25][C@@H:23]1[O:24][CH3:1])[C:15]1[CH:16]=[CH:17][CH:18]=[CH:19][CH:20]=1 |f:0.1,3.4|. Procedure: Preparation of 2,3,4,6-Tetra-O-benzyl-α-D-glucopyranose Methyl-α-D-glucopyranose (100 g, 0.516 mol) is suspended in benzyl chloride (400 mL, 3.5 mol) with KOH pellets (336 g, 6 mol), and the mixture is stirred using a mechanical stirrer at 120°-130° C. for 3 h. The reaction mixture is cooled and water (800 mL) is added to dissolve the crystalline mass, which is extracted with ether (2×200 mL). The combined organic layer is washed with water (2×500 mL) and dried (Na2SO4). The solvents are removed...